This data is from the Open Reaction Database (ORD), a public repository of structured organic reaction records. The task is: describe an organic reaction: reactants, conditions, products, and yield The reactants are ClCC=1C(=NC=CC1)C1=CC(=CC=C1)Cl (3-(chloromethyl)-2-(3-chlorophenyl)pyridine), bis(trifluoroacetic acid), OC=1C(=CC(=NC1)OC)C=O (5-hydroxy-2-methoxypyridine-4-carbaldehyde), C([O-])([O-])=O.[K+].[K+] (potassium carbonate). Run in CC#N (CH3CN). Run at temperature 70 celsius, time 4 hour. Product: ClC=1C=C(C=CC1)C1=NC=CC=C1COC=1C(=CC(=NC1)OC)C=O (5-[[2-(3-chlorophenyl)pyridin-3-yl]methoxy]-2-methoxypyridine-4-carbaldehyde). RXN SMILES: Cl[CH2:2][C:3]1[C:4]([C:9]2[CH:14]=[CH:13][CH:12]=[C:11]([Cl:15])[CH:10]=2)=[N:5][CH:6]=[CH:7][CH:8]=1.[OH:16][C:17]1[C:18]([CH:25]=[O:26])=[CH:19][C:20]([O:23][CH3:24])=[N:21][CH:22]=1.C(=O)([O-])[O-].[K+].[K+]>CC#N>[Cl:15][C:11]1[CH:10]=[C:9]([C:4]2[C:3]([CH2:2][O:16][C:17]3[C:18]([CH:25]=[O:26])=[CH:19][C:20]([O:23][CH3:24])=[N:21][CH:22]=3)=[CH:8][CH:7]=[CH:6][N:5]=2)[CH:14]=[CH:13][CH:12]=1 |f:2.3.4|. Procedure: Into a 50-mL round-bottom flask, was placed a solution of 3-(chloromethyl)-2-(3-chlorophenyl)pyridine (309 mg, 1.30 mmol, 1.00 equiv), 5-hydroxy-2-methoxypyridine-4-carbaldehyde (200 mg, 1.31 mmol, 1.00 equiv), and potassium carbonate (361 mg, 2.61 mmol, 2.00 equiv) in CH3CN (20 mL). The resulting solution was stirred for 4 h at 70° C., and then it was concentrated under vacuum. The crude product (300 mg) was purified by Prep-HPLC with the following conditions (Prep-HPLC-010): Column, SunFire Pr... Conditions: time 3 hour. Run in CC(=O)C (acetone). Reagents/catalysts: O.[Ru]=O (ruthenium(II) oxide hydrate). The reactants are OC[C@@H](CCC1=CC=C(C=C1)C(F)(F)F)NC(OC(C)(C)C)=O ((R)-tert-butyl 1-hydroxy-4-(4-(trifluoromethyl)phenyl)butan-2-ylcarbamate), [O-]I(=O)(=O)=O.[Na+] (sodium (meta)periodate), Cl (HCl), CC(C)O (propan-2-ol). Procedure details: To a solution of (R)-tert-butyl 1-hydroxy-4-(4-(trifluoromethyl)phenyl)butan-2-ylcarbamate (LXX) (41.3 g; 0.124 mol) in 60% aqueous acetone was added solid sodium (meta)periodate (266 g; 1.24 mol) followed by ruthenium(II) oxide hydrate (1.65 g; 12.4 mmol). The greenish suspension was stirred for 3 h before adding propan-2-ol (500 mL) and stirring for an additional 30 min. The resulting suspension was filtered through Celite, and the filtrate was concentrated under vacuum to give a brown foam. T... The yield is 41.8%. As a reaction SMILES: [OH:1][CH2:2][C@H:3]([NH:16][C:17](=[O:23])[O:18][C:19]([CH3:22])([CH3:21])[CH3:20])[CH2:4][CH2:5][C:6]1[CH:11]=[CH:10][C:9]([C:12]([F:15])([F:14])[F:13])=[CH:8][CH:7]=1.[O-:24]I(=O)(=O)=O.[Na+].CC(O)C.Cl>CC(C)=O.O.[Ru]=O>[C:19]([O:18][C:17]([NH:16][C@H:3]([CH2:4][CH2:5][C:6]1[CH:7]=[CH:8][C:9]([C:12]([F:15])([F:14])[F:13])=[CH:10][CH:11]=1)[C:2]([OH:24])=[O:1])=[O:23])([CH3:20])([CH3:22])[CH3:21] |f:1.2,6.7|. The product is C(C)(C)(C)OC(=O)N[C@@H](C(=O)O)CCC1=CC=C(C=C1)C(F)(F)F ((2R)-2-[(tert-butoxycarbonyl)amino]-4-[4-(trifluoromethyl)phenyl]butanoic acid).